From a dataset of the Open Reaction Database (ORD), a public repository of structured organic reaction records. describe an organic reaction: reactants, conditions, products, and yield The reactants are FC(C(=O)O)(F)F.C1(CCCC1)C(CC1CC1)N1N=CC(=C1)C=1C2=C(N=C(N1)C)N(C=C2)OCC[Si](C)(C)C (4-[1-(1-Cyclopentyl-2-cyclopropylethyl)-1H-pyrazol-4-yl]-7-[2-(trimethylsilyl)ethoxy]-methyl-7H-pyrrolo[2,3-d]pyrimidine trifluoroacetate salt), C(=O)(C(F)(F)F)O (TFA). Run in C(Cl)Cl (DCM). Reaction conditions: time 1 hour. Product: FC(C(=O)O)(F)F.C1(CCCC1)C(CC1CC1)N1N=CC(=C1)C=1C2=C(N=CN1)NC=C2 (4-[1-(1-Cyclopentyl-2-cyclopropylethyl)-1H-pyrazol-4-yl]-7H-pyrrolo[2,3-d]pyrimidine trifluoroacetate salt). The yield is 0.1%. Reaction SMILES: [F:1][C:2]([F:7])([F:6])[C:3]([OH:5])=[O:4].[CH:8]1([CH:13]([N:18]2[CH:22]=[C:21]([C:23]3[C:24]4[CH:32]=[CH:31][N:30](OCC[Si](C)(C)C)[C:25]=4[N:26]=[C:27](C)[N:28]=3)[CH:20]=[N:19]2)[CH2:14][CH:15]2[CH2:17][CH2:16]2)[CH2:12][CH2:11][CH2:10][CH2:9]1.C(O)(C(F)(F)F)=O>C(Cl)Cl>[F:1][C:2]([F:7])([F:6])[C:3]([OH:5])=[O:4].[CH:8]1([CH:13]([N:18]2[CH:22]=[C:21]([C:23]3[C:24]4[CH:32]=[CH:31][NH:30][C:25]=4[N:26]=[CH:27][N:28]=3)[CH:20]=[N:19]2)[CH2:14][CH:15]2[CH2:17][CH2:16]2)[CH2:12][CH2:11][CH2:10][CH2:9]1 |f:0.1,4.5|. Reported procedure: 4-[1-(1-Cyclopentyl-2-cyclopropylethyl)-1H-pyrazol-4-yl]-7-[2-(trimethylsilyl)ethoxy]-methyl-7H-pyrrolo[2,3-d]pyrimidine trifluoroacetate salt (13 mg, 0.023 mol) was stirred at room temperature in a solution of DCM (2 mL) containing TFA (1.5 mL) for two hours. The solvent was removed in vacuo. The resulting residue was redissolved in THF (3 mL), and 6N NaOH (2 mL) was added. After stirring for one hour, the mixture was partitioned between water and ethyl acetate. The organic layer was dried over... Reactants: FC1=CC2=C(SC(=C2)CCNC(OCC)=O)C=C1 (ethyl 2-(5-fluorobenzo[b]thiophen-2-yl)ethylcarbamate), O=P12OP3(=O)OP(=O)(O1)OP(=O)(O2)O3 (P2O5). Solvent: O=P(Cl)(Cl)Cl (POCl3). The product is FC=1C=CC2=C(C=3C(NCCC3S2)=O)C1 (8-Fluoro-3,4-dihydro-2H-benzo[4,5]thieno[3,2-c]pyridin-1-one). The yield is 48.3%. As a reaction SMILES: [F:1][C:2]1[CH:18]=[CH:17][C:5]2[S:6][C:7]([CH2:9][CH2:10][NH:11][C:12](=O)[O:13]CC)=[CH:8][C:4]=2[CH:3]=1.O=P12OP3(OP(OP(O3)(O1)=O)(=O)O2)=O>O=P(Cl)(Cl)Cl>[F:1][C:2]1[CH:18]=[CH:17][C:5]2[S:6][C:7]3[CH2:9][CH2:10][NH:11][C:12](=[O:13])[C:8]=3[C:4]=2[CH:3]=1. Procedure: Using analogous conditions and workup as described for the preparation of Intermediate I-1d above, ethyl 2-(5-fluorobenzo[b]thiophen-2-yl)ethylcarbamate (I-50 f: 700 mg, 2.622 mmol) was reacted with P2O5 (749.78 mg, 5.28 mmol) and POCl3 (10 mL) to afford the crude product. Purification by column chromatography on silica gel (50% ethyl acetate in hexane) afforded 280 mg of the product (48.27% yield). The reactants are NC=1C=C(C=CC1Cl)O (3-amino-4-chlorophenol), CS(=O)(=O)C1=CC=C(CC(C(C)=O)C(C)=O)C=C1 (3-(4-methanesulfonylbenzyl)pentane-2,4-dione), O.C1(=CC=C(C=C1)S(=O)(=O)O)C (p-toluenesulfonic acid monohydrate). Reaction conditions: temperature 160 celsius. The product is ClC1=CC=C(C=2C(=C(C(=NC12)C)CC1=CC=C(C=C1)S(=O)(=O)C)C)O (8-chloro-3-(4-methanesulfonylbenzyl)-2,4-dimethylquinolin-5-ol). As a reaction SMILES: [NH2:1][C:2]1[CH:3]=[C:4]([OH:9])[CH:5]=[CH:6][C:7]=1[Cl:8].[CH3:10][S:11]([C:14]1[CH:27]=[CH:26][C:17]([CH2:18][CH:19]([C:23](=O)[CH3:24])[C:20](=O)[CH3:21])=[CH:16][CH:15]=1)(=[O:13])=[O:12].O.C1(C)C=CC(S(O)(=O)=O)=CC=1>>[Cl:8][C:7]1[C:2]2[N:1]=[C:23]([CH3:24])[C:19]([CH2:18][C:17]3[CH:16]=[CH:15][C:14]([S:11]([CH3:10])(=[O:13])=[O:12])=[CH:27][CH:26]=3)=[C:20]([CH3:21])[C:3]=2[C:4]([OH:9])=[CH:5][CH:6]=1 |f:2.3|. Procedure details: A mixture of 3-amino-4-chlorophenol (0.36 g), 3-(4-methanesulfonylbenzyl)pentane-2,4-dione (0.5 g) and p-toluenesulfonic acid monohydrate (0.05 g) was heated at 160° C. for 2.5 hours. The mixture was cooled to room temperature and purified by column chromatography on silica gel, eluting with a mixture of dichloromethane and ethyl acetate (50:1 to 2:1 by volume) to afford title compound (7:10 mixture of keto-enol tautomers) as a beige solid, 0.32 g. Reactants: C(C)(C)O (isopropanol), C(=O)(OCC)C(CCC(=O)OCC)(CC(C)=O)C(=O)OCC (ethyl 3,3-biscarbethoxy-5-oxo-hexanecarboxylate), [H-].[Na+] (sodium hydride). Solvent: CN(C=O)C (dimethylformamide), CN(C=O)C (dimethylformamide). Run at time 15 hour. Product: C(=O)(OCC)C1(CC(CC(C1)=O)=O)C(=O)OCC (5,5-Biscarbethoxy-cyclohexane-1,3-dione). Reaction SMILES: [C:1]([C:6]([C:18]([O:20][CH2:21][CH3:22])=[O:19])([CH2:14][C:15](=[O:17])[CH3:16])[CH2:7][CH2:8]C(OCC)=O)([O:3][CH2:4][CH3:5])=[O:2].[H-].[Na+].C([OH:28])(C)C>CN(C)C=O>[C:18]([C:6]1([C:1]([O:3][CH2:4][CH3:5])=[O:2])[CH2:7][C:8](=[O:28])[CH2:16][C:15](=[O:17])[CH2:14]1)([O:20][CH2:21][CH3:22])=[O:19] |f:1.2|. Procedure: A solution of 14.3 g (0.047 mol) of ethyl 3,3-biscarbethoxy-5-oxo-hexanecarboxylate in 40 ml of dimethylformamide was added dropwise to a suspension of 3.6 g (0.118 mol) of 80 % strength by weight sodium hydride in 200 ml of dimethylformamide. After stirring at 20°-25° C. for about 15 hours, the reaction was stopped by adding 5 ml of isopropanol. The reaction products were partitioned between ethyl acetate and 1 molar hydrochloric acid. The organic phase was then separated, dried and evaporated ... The solvent is O1CCCC1 (tetrahydrofuran), O1CCCC1 (tetrahydrofuran). Reported procedure: Anhydrous cerium chloride (0.99 g, 4.0 mmol) and sodium iodide (1.8 g, 12.0 mmol) are added to 10 ml of anhydrous tetrahydrofuran as a solvent to form a suspension. Dissolving 0.80 g (4.0 mmol) of 2-bromo-1-(2-pyridyl)-ethanone and 0.76 g (4.0 mmol) of N-benzyl-4-piperidone into 10 ml of anhydrous tetrahydrofuran, and the solution is added dropwise to the above suspension and reacting at room temperature for 2 hours. Operating according to the post-treatment procedure in General Method three to ... Reaction SMILES: [Cl-].[Ce+3].[Cl-].[Cl-].[I-].[Na+].[Br:7][CH2:8][C:9]([C:11]1[CH:16]=[CH:15][CH:14]=[CH:13][N:12]=1)=[O:10].[CH2:17]([N:24]1[CH2:29][CH2:28][C:27](=[O:30])[CH2:26][CH2:25]1)[C:18]1[CH:23]=[CH:22][CH:21]=[CH:20][CH:19]=1>O1CCCC1>[BrH:7].[CH2:17]([N:24]1[CH2:29][CH2:28][C:27]([CH2:8][C:9]([C:11]2[CH:16]=[CH:15][CH:14]=[CH:13][N:12]=2)=[O:10])([OH:30])[CH2:26][CH2:25]1)[C:18]1[CH:19]=[CH:20][CH:21]=[CH:22][CH:23]=1 |f:0.1.2.3,4.5,9.10|. Yield: 33.9%. Reactants: [Cl-].[Ce+3].[Cl-].[Cl-] (cerium chloride), [I-].[Na+] (sodium iodide), BrCC(=O)C1=NC=CC=C1 (2-bromo-1-(2-pyridyl)-ethanone), C(C1=CC=CC=C1)N1CCC(CC1)=O (N-benzyl-4-piperidone). Reaction conditions: time 2 hour. Product: Br.C(C1=CC=CC=C1)N1CCC(CC1)(O)CC(=O)C1=NC=CC=C1 (N-benzyl-4-(2-pyridinylformylmethyl)-4-piperidinol hydrobromide). Reactants: solid, Cl.O1COC2=C1C=CC=C2C2CCN(CC2)CC[C@@H]2CC[C@H](CC2)N (Trans-4-[2-(4-Benzo[1,3]dioxol-4-yl-piperidin-1-yl)-ethyl]-cyclohexylamine hydrochloride), Cl.O1COC2=C1C=CC=C2C2CCN(CC2)CC[C@@H]2CC[C@H](CC2)N (Trans-4-[2-(4-Benzo[1,3]dioxol-4-yl-piperidin-1-yl)-ethyl]-cyclohexylamine hydrochloride), FC([C@@H](C(=O)O)O)(F)F ((R)-3,3,3-trifluoro-2-hydroxypropanoic acid). Yields the product O1COC2=C1C=CC=C2C2CCN(CC2)CC[C@@H]2CC[C@H](CC2)NC([C@H](C(F)(F)F)O)=O (Trans-(R)—N-{4-[2-(4-Benzo[1,3]dioxol-4-yl-piperidin-1-yl)-ethyl]-cyclohexyl}-3,3,3-trifluoro-2-hydroxy-propionamide). As a reaction SMILES: Cl.[O:2]1[C:6]2[CH:7]=[CH:8][CH:9]=[C:10]([CH:11]3[CH2:16][CH2:15][N:14]([CH2:17][CH2:18][C@H:19]4[CH2:24][CH2:23][C@H:22]([NH2:25])[CH2:21][CH2:20]4)[CH2:13][CH2:12]3)[C:5]=2[O:4][CH2:3]1.[F:26][C:27]([F:34])([F:33])[C@H:28]([OH:32])[C:29](O)=[O:30]>>[O:2]1[C:6]2[CH:7]=[CH:8][CH:9]=[C:10]([CH:11]3[CH2:16][CH2:15][N:14]([CH2:17][CH2:18][C@H:19]4[CH2:20][CH2:21][C@H:22]([NH:25][C:29](=[O:30])[C@@H:28]([OH:32])[C:27]([F:34])([F:33])[F:26])[CH2:23][CH2:24]4)[CH2:13][CH2:12]3)[C:5]=2[O:4][CH2:3]1 |f:0.1|. Reported procedure: The title compound, white solid (17 mg, 54.7%), MS (ISP) m/z=457.2 [(M+H)+], was prepared in accordance with the general method of example 1 from Trans-4-[2-(4-Benzo[1,3]dioxol-4-yl-piperidin-1-yl)-ethyl]-cyclohexylamine hydrochloride (intermediate A) (25 mg, 0.0681 mmol) and (R)-3,3,3-trifluoro-2-hydroxypropanoic acid Starting materials: [BH4-], C1CCNCC1, CCO, Cl, [Na+], O, O=Cc1cccc(O)c1. The product is Oc1cccc(CN2CCCCC2)c1. As a reaction SMILES: [BH4-:1].[CH2:12]1[CH2:13][CH2:14][NH:15][CH2:16][CH2:17]1.[CH3:19][CH2:20][OH:21].[ClH:18].[Na+:2].[OH2:22].[OH:3][c:4]1[cH:5][c:6]([CH:7]=[O:8])[cH:9][cH:10][cH:11]1>>[OH:3][c:4]1[cH:5][c:6]([CH2:7][N:15]2[CH2:14][CH2:13][CH2:12][CH2:17][CH2:16]2)[cH:9][cH:10][cH:11]1.